This data is from the Open Reaction Database (ORD), a public repository of structured organic reaction records. The task is: describe an organic reaction: reactants, conditions, products, and yield Reactants: ClC1=CC=C(C=C1)C(C1=C(SC=2N(C(N(C(C21)=O)CCCOC2OCCCC2)=O)C)OC2=CC(=CC=C2)OC(F)(F)F)O (5-((4-chlorophenyl)(hydroxy)methyl)-1-methyl-3-(3-((tetrahydro-2H-pyran-2-yl)oxy)propyl)-6-(3-(trifluoromethoxy)phenoxy)thieno[2,3-d]pyrimidine-2,4(1H,3H)-dione), ClC1=CC=C(C=C1)C(C1=C(SC=2N(C(N(C(C21)=O)CCCOC2OCCCC2)=O)C)OC2=CC(=CC=C2)OC(F)(F)F)O (5-((4-chlorophenyl)(hydroxy)methyl)-1-methyl-3-(3-((tetrahydro-2H-pyran-2-yl)oxy)propyl)-6-(3-(trifluoromethoxy)phenoxy)thieno[2,3-d]pyrimidine-2,4(1H,3H)-dione), C(C)[SiH](CC)CC (triethylsilane), C(=O)(C(F)(F)F)O (TFA). The solvent is C(Cl)Cl (DCM), O (water). Conditions: time 3 hour. Yields the product ClC1=CC=C(CC2=C(SC=3N(C(N(C(C32)=O)CCCOC(C(F)(F)F)=O)=O)C)OC3=CC(=CC=C3)OC(F)(F)F)C=C1 (3-(5-(4-chlorobenzyl)-1-methyl-2,4-dioxo-6-(3-(trifluoromethoxy)phenoxy)-1,2-dihydrothieno[2,3-d]pyrimidin-3(4H)-yl)propyl2,2,2-trifluoroacetate). Isolated yield 83.9%. Reaction SMILES: [Cl:1][C:2]1[CH:7]=[CH:6][C:5]([CH:8](O)[C:9]2[C:17]3[C:16](=[O:18])[N:15]([CH2:19][CH2:20][CH2:21]OC4CCCCO4)[C:14](=[O:29])[N:13]([CH3:30])[C:12]=3[S:11][C:10]=2[O:31][C:32]2[CH:37]=[CH:36][CH:35]=[C:34]([O:38][C:39]([F:42])([F:41])[F:40])[CH:33]=2)=[CH:4][CH:3]=1.C([SiH](CC)CC)C.[C:51]([OH:57])([C:53]([F:56])([F:55])[F:54])=[O:52]>C(Cl)Cl.O>[Cl:1][C:2]1[CH:3]=[CH:4][C:5]([CH2:8][C:9]2[C:17]3[C:16](=[O:18])[N:15]([CH2:19][CH2:20][CH2:21][O:52][C:51](=[O:57])[C:53]([F:56])([F:55])[F:54])[C:14](=[O:29])[N:13]([CH3:30])[C:12]=3[S:11][C:10]=2[O:31][C:32]2[CH:37]=[CH:36][CH:35]=[C:34]([O:38][C:39]([F:40])([F:41])[F:42])[CH:33]=2)=[CH:6][CH:7]=1. Procedure: To a solution of 5-((4-chlorophenyl)(hydroxy)methyl)-1-methyl-3-(3-((tetrahydro-2H-pyran-2-yl)oxy)propyl)-6-(3-(trifluoromethoxy)phenoxy)thieno[2,3-d]pyrimidine-2,4(1H,3H)-dione (See Compound 21, Step 2, 30 mg, 0.047 mmol) in TFA (2 mL) was added triethylsilane (1 mL). The reaction was stirred at RT for 3 h then diluted with DCM (5 mL) and water (5 mL). The organic layer was dried over Na2SO4 and concentrated to give 3-(5-(4-chlorobenzyl)-1-methyl-2,4-dioxo-6-(3-(trifluoromethoxy)phenoxy)-1,2-di...